The task is: describe an organic reaction: reactants, conditions, products, and yield. This data is from the Open Reaction Database (ORD), a public repository of structured organic reaction records. The yield is 82.1%. Starting materials: ClC1=C(C=CC(=C1)OC)C=1C(=CC=CC1)C(=O)OCC (Ethyl 2′-chloro-4′-methoxybiphenyl-2-carboxylate), O (water), C1(=CC=CC=C1)C (toluene), [OH-].[Na+] (sodium hydroxide). Yields the product ClC1=C(C=CC(=C1)OC)C=1C(=CC=CC1)C(=O)O (2′-Chloro-4′-methoxybiphenyl-2-carboxylic acid). Reaction SMILES: [Cl:1][C:2]1[CH:7]=[C:6]([O:8][CH3:9])[CH:5]=[CH:4][C:3]=1[C:10]1[C:11]([C:16]([O:18]CC)=[O:17])=[CH:12][CH:13]=[CH:14][CH:15]=1.[OH-].[Na+].O.C1(C)C=CC=CC=1>C(O)C>[Cl:1][C:2]1[CH:7]=[C:6]([O:8][CH3:9])[CH:5]=[CH:4][C:3]=1[C:10]1[C:11]([C:16]([OH:18])=[O:17])=[CH:12][CH:13]=[CH:14][CH:15]=1 |f:1.2|. Reported procedure: Ethyl 2′-chloro-4′-methoxybiphenyl-2-carboxylate (67.7 g) was dissolved in ethanol (100 ml), 4N aqueous sodium hydroxide (100 ml) was added, and the mixture was stirred at an oil bath temperature of 110° C. for 4.5 hr. The reaction mixture was cooled to room temperature, water (200 ml) and toluene (100 ml) were added, and the mixture was stirred overnight. To the reaction mixture was added activated carbon (3.6 g), and the mixture was further stirred for 1 hr. The insoluble material was filtered... Run at temperature 110 celsius, time 4.5 hour. Solvent: C(C)O (ethanol). As a reaction SMILES: [CH2:11]([C:12]#[CH:13])[Br:14].[CH2:23]([N+:24]([CH2:25][CH2:26][CH2:27][CH3:28])([CH2:29][CH2:30][CH2:31][CH3:32])[CH2:33][CH2:34][CH2:35][CH3:36])[CH2:37][CH2:38][CH3:39].[CH3:15][c:16]1[cH:17][cH:18][cH:19][cH:20][cH:21]1.[Cl-:22].[Cl:2][c:3]1[cH:4][cH:5][c:6]([NH:9][NH2:10])[cH:7][cH:8]1.[ClH:1].[Na+:41].[OH-:40].[OH2:42]>>[Cl:2][c:3]1[cH:4][cH:5][c:6]([N:9]([NH2:10])[CH2:13][C:12]#[CH:11])[cH:7][cH:8]1. The product is C#CCN(N)c1ccc(Cl)cc1. Reactants: C#CCBr, CCCC[N+](CCCC)(CCCC)CCCC, Cc1ccccc1, [Cl-], NNc1ccc(Cl)cc1, Cl, [Na+], [OH-], O. The reactants are ClCC(=O)Cl (chloroacetyl chloride), FC1=CC=CC=C1 (fluorobenzene), Cl (hydrochloric acid), FC1=CC=CC=C1 (fluorobenzene), [Cl-].[Al+3].[Cl-].[Cl-] (aluminum chloride). Reaction conditions: temperature 80 celsius, time 1 hour. The product is ClCC(=O)C1=CC=C(C=C1)F (4-Chloroacetyl-1-fluorobenzene). Reaction SMILES: [Cl:1][CH2:2][C:3](Cl)=[O:4].[F:6][C:7]1[CH:12]=[CH:11][CH:10]=[CH:9][CH:8]=1.[Cl-].[Al+3].[Cl-].[Cl-].Cl>>[Cl:1][CH2:2][C:3]([C:10]1[CH:11]=[CH:12][C:7]([F:6])=[CH:8][CH:9]=1)=[O:4] |f:2.3.4.5|. Reported procedure: 164 ml. (235.1 g., 2.04 moles) of chloroacetyl chloride is added over a 50 min. period to a mixture of 400 ml. (410 g., 4.22 moles) of fluorobenzene and 300 g. (2.25 moles) of anhydrous aluminum chloride stirred at 75° C. under nitrogen. The reaction mixture is stirred at 80° C. under nitrogen for 1 hour, cooled to 50° C., 500 ml. of fluorobenzene is added, and the reaction mixture is cooled to 0° C. and gradually (over a 30 min. period) siphoned into 1 l. of 6N. hydrochloric acid stirred at 0° ... Starting materials: CC1=NN=C2N1N=C(C=C2)C2=CC(=CC=C2)N (3-methyl-6-(3-aminophenyl)-1,2,4-triazolo[4,3-b]-pyridazine), C(C)(C)N(C(C)C)CC (N,N-diisopropylethylamine), C1(CC1)C(=O)Cl (cyclopropane carboxylic acid chloride). The solvent is ClCCl (dichloromethane). Run at time 4 hour. Product: CC1=NN=C2N1N=C(C=C2)C=2C=C(C=CC2)NC(=O)C2CC2 (N-[3-(3-Methyl-1,2,4-triazolo[4,3-b]pyridazin-6-yl)phenyl]cyclopropanecarboxamide). As a reaction SMILES: [CH3:1][C:2]1[N:6]2[N:7]=[C:8]([C:11]3[CH:16]=[CH:15][CH:14]=[C:13]([NH2:17])[CH:12]=3)[CH:9]=[CH:10][C:5]2=[N:4][N:3]=1.C(N(CC)C(C)C)(C)C.[CH:27]1([C:30](Cl)=[O:31])[CH2:29][CH2:28]1>ClCCl>[CH3:1][C:2]1[N:6]2[N:7]=[C:8]([C:11]3[CH:12]=[C:13]([NH:17][C:30]([CH:27]4[CH2:29][CH2:28]4)=[O:31])[CH:14]=[CH:15][CH:16]=3)[CH:9]=[CH:10][C:5]2=[N:4][N:3]=1. Procedure details: To a solution of 7.6 g of 3-methyl-6-(3-aminophenyl)-1,2,4-triazolo[4,3-b]-pyridazine in 1.5 liters of dichloromethane was added 6 ml of N,N-diisopropylethylamine and 3.1 ml of cyclopropane carboxylic acid chloride. The solution was stirred at room temperature for 4 hours, washed with 200 ml of saturated sodium bicarbonate solution, dried and the solvent removed in vacuo. The residue was crystallized from dichloromethanehexane to give 2.24 g of tan crystals, mp 255°-258° C. A sample recrystalliz... The reactants are COC(C1=CC=C(C=C1)OCCCNC(=S)NC1=C(C=CC=C1)[N+](=O)[O-])=O (4-[3-[3-(2-nitrophenyl)thioureido]propoxy]benzoic acid methyl ester), N (NH3). Reagents/catalysts: [Pd] (Pd/C). Solvent: CO (methanol). Run at time 4 hour. Yields the product COC(C1=CC=C(C=C1)OCCCNC(=S)NC1=C(C=CC=C1)N)=O (4-[3-[3-(2-aminophenyl)thioureido]propoxy]benzoic acid methyl ester). As a reaction SMILES: [CH3:1][O:2][C:3](=[O:27])[C:4]1[CH:9]=[CH:8][C:7]([O:10][CH2:11][CH2:12][CH2:13][NH:14][C:15]([NH:17][C:18]2[CH:23]=[CH:22][CH:21]=[CH:20][C:19]=2[N+:24]([O-])=O)=[S:16])=[CH:6][CH:5]=1.N>[Pd].CO>[CH3:1][O:2][C:3](=[O:27])[C:4]1[CH:9]=[CH:8][C:7]([O:10][CH2:11][CH2:12][CH2:13][NH:14][C:15]([NH:17][C:18]2[CH:23]=[CH:22][CH:21]=[CH:20][C:19]=2[NH2:24])=[S:16])=[CH:6][CH:5]=1. Procedure: A methanol solution (150 mL) of 36-3 (3.15 g, 8.08 mmol) was saturated with NH3. 10% Pd/C (2 g) was added and the mixture hydrogenated at 1 atm for 4 h. Filtration and concentration provided 36-4 as a purple solid.